Dataset: the Open Reaction Database (ORD), a public repository of structured organic reaction records. Task: describe an organic reaction: reactants, conditions, products, and yield Starting materials: COC(=O)C=1C=C(C=CC1)B(O)O ([3-(methoxycarbonyl)phenyl]boronic acid), O.O.P(=O)([O-])([O-])[O-].[K+].[K+].[K+] (potassium phosphate dihydrate), BrC=1C(=C(N2C=CC=CC12)C(=O)C=1C=C2C(NC(=NC2=CC1)C)=O)C (6-[(1-bromo-2-methylindolizin-3-yl)carbonyl]-2-methylquinazolin-4(3H)-one). Reagents/catalysts: C=1C=CC(=CC1)[P](C=2C=CC=CC2)(C=3C=CC=CC3)[Pd]([P](C=4C=CC=CC4)(C=5C=CC=CC5)C=6C=CC=CC6)([P](C=7C=CC=CC7)(C=8C=CC=CC8)C=9C=CC=CC9)[P](C=1C=CC=CC1)(C=1C=CC=CC1)C=1C=CC=CC1 (tetrakis(triphenylphosphine)palladium). The solvent is O (water), CN(C)C=O (DMF). Run at temperature 150 celsius. Yields the product CC=1C(=C2C=CC=CN2C1C(=O)C=1C=C2C(NC(=NC2=CC1)C)=O)C=1C=C(C(=O)OC)C=CC1 (Methyl 3-{2-methyl-3-[(2-methyl-4-oxo-3,4-dihydroquinazolin-6-yl)-carbonyl]indolizin-1-yl}benzoate). The yield is 58.6%. RXN SMILES: [CH3:1][O:2][C:3]([C:5]1[CH:6]=[C:7](B(O)O)[CH:8]=[CH:9][CH:10]=1)=[O:4].O.O.P([O-])([O-])([O-])=O.[K+].[K+].[K+].Br[C:25]1[C:26]([CH3:48])=[C:27]([C:34]([C:36]2[CH:37]=[C:38]3[C:43](=[CH:44][CH:45]=2)[N:42]=[C:41]([CH3:46])[NH:40][C:39]3=[O:47])=[O:35])[N:28]2[C:33]=1[CH:32]=[CH:31][CH:30]=[CH:29]2>O.CN(C=O)C.C1C=CC([P]([Pd]([P](C2C=CC=CC=2)(C2C=CC=CC=2)C2C=CC=CC=2)([P](C2C=CC=CC=2)(C2C=CC=CC=2)C2C=CC=CC=2)[P](C2C=CC=CC=2)(C2C=CC=CC=2)C2C=CC=CC=2)(C2C=CC=CC=2)C2C=CC=CC=2)=CC=1>[CH3:48][C:26]1[C:25]([C:7]2[CH:6]=[C:5]([CH:10]=[CH:9][CH:8]=2)[C:3]([O:2][CH3:1])=[O:4])=[C:33]2[N:28]([C:27]=1[C:34]([C:36]1[CH:37]=[C:38]3[C:43](=[CH:44][CH:45]=1)[N:42]=[C:41]([CH3:46])[NH:40][C:39]3=[O:47])=[O:35])[CH:29]=[CH:30][CH:31]=[CH:32]2 |f:1.2.3.4.5.6,^1:58,60,79,98|. Reported procedure: 0.139 g (0.78 mmol) of [3-(methoxycarbonyl)phenyl]boronic acid, 0.321 g (1.29 mmol) of potassium phosphate dihydrate dissolved in 0.81 ml of water, and 0.0149 g (0.01 mmol) of tetrakis(triphenylphosphine)palladium are added, under an argon atmosphere at ambient temperature, to 0.256 g (0.65 mmol) of 6-[(1-bromo-2-methylindolizin-3-yl)carbonyl]-2-methylquinazolin-4(3H)-one in 9 ml of DMF. The reaction medium is microwave-heated at 150° C. for 15 minutes. After dilution with ethyl acetate, the org... Starting materials: C(C)(=O)O[C@H]1[C@@H](O[C@@H]([C@@H]([C@@H]1OC(C)=O)OC(C)=O)COC(C)=O)OC1=CC=C2C(=CC(OC2=C1)=O)CC(=O)[O-] (7-(2,3,4,6-tetra-O-acetyl-β-D-galactopyranosyloxy)coumarin-4-acetate), C(C)(=O)O[C@H]1[C@@H](O[C@@H]([C@@H]([C@@H]1OC(C)=O)OC(C)=O)COC(C)=O)OC1=CC=C2C(=CC(OC2=C1)=O)CC(=O)[O-] (7-(2,3,4,6-tetra-O-acetyl-β-D-galactopyranosyloxy)coumarin-4-acetate), C(O)CN (ethanolamine). Run in C(Cl)Cl (methylene chloride), CO (methanol), CCOCC (ether). Reaction conditions: time 60 hour. The product is OCCNC(CC1=CC(OC2=CC(=CC=C12)O[C@H]1[C@H](O)[C@@H](O)[C@@H](O)[C@H](O1)CO)=O)=O (7-β-D-galactopyranosyloxycoumarin-4-acetic acid-(2-hydroxyethyl)amide). Isolated yield 37.1%. Reaction SMILES: C([O:4][C@@H:5]1[C@@H:10]([O:11]C(=O)C)[C@@H:9]([O:15]C(=O)C)[C@@H:8]([CH2:19][O:20]C(=O)C)[O:7][C@H:6]1[O:24][C:25]1[CH:34]=[C:33]2[C:28]([C:29]([CH2:36][C:37]([O-])=[O:38])=[CH:30][C:31](=[O:35])[O:32]2)=[CH:27][CH:26]=1)(=O)C.[CH2:40]([CH2:42][NH2:43])[OH:41]>C(Cl)Cl.CO.CCOCC>[OH:41][CH2:40][CH2:42][NH:43][C:37](=[O:38])[CH2:36][C:29]1[C:28]2[C:33](=[CH:34][C:25]([O:24][C@@H:6]3[O:7][C@H:8]([CH2:19][OH:20])[C@H:9]([OH:15])[C@H:10]([OH:11])[C@H:5]3[OH:4])=[CH:26][CH:27]=2)[O:32][C:31](=[O:35])[CH:30]=1. Reported procedure: 43 g (0.076 moles) of 7-(2,3,4,6-tetra-O-acetyl-β-D-galactopyranosyloxy)coumarin-4-acetate (i.e. compound 1 prepared as described in Scheme 1) was dissolved in 430 ml of methylene chloride in a 1 liter RB flask. 43 ml (0.712 moles) of ethanolamine was dissolved in 43 ml of methanol and added to the above solution. The solution was stirred at room temperature for 60 hrs and the resulting solid residue was filtered and washed with 50 ml of methylene chloride. The solid was suspended in 250 ml of m... Reactants: COC(CC1COC2=CC=C(C=C2C1=O)S(=O)(=O)Cl)=O (6-Chlorosulfonyl-4-oxo-chroman-3-yl-acetic acid methyl ester), COC(C=C1COC2=CC=C(C=C2C1=O)SCC1=C(N=C(S1)C1=CC=C(C=C1)C(F)(F)F)C)=O (6-[4-Methyl-2-(4-trifluoromethyl-pheny)-thiazol-5-ylmethylsulfanyl]-4-oxo-chroman-3-ylidene-acetic acid methyl ester), COC(C=C1COC2=CC=C(C=C2C1=O)SCC1=C(N=C(S1)C1=CC=C(C=C1)C(F)(F)F)C)=O (6-[4-Methyl-2-(4-trifluoromethyl-pheny)-thiazol-5-ylmethylsulfanyl]-4-oxo-chroman-3-ylidene-acetic acid methyl ester). Yields the product COC(CC1COC2=CC=C(C=C2C1=O)S)=O (6-Mercapto-4-oxo-chroman-3-yl-acetic acid methyl ester). As a reaction SMILES: [CH3:1][O:2][C:3](=[O:20])[CH2:4][CH:5]1[C:14](=[O:15])[C:13]2[C:8](=[CH:9][CH:10]=[C:11]([S:16](Cl)(=O)=O)[CH:12]=2)[O:7][CH2:6]1.COC(=O)C=C1C(=O)C2C(=CC=C(SCC3SC(C4C=CC(C(F)(F)F)=CC=4)=NC=3C)C=2)OC1>>[CH3:1][O:2][C:3](=[O:20])[CH2:4][CH:5]1[C:14](=[O:15])[C:13]2[C:8](=[CH:9][CH:10]=[C:11]([SH:16])[CH:12]=2)[O:7][CH2:6]1. Reported procedure: Compound 20D was prepared according to the method of example 1C utilizing compound 20C. Compound 20D was prepared in 75% yield. MS: 251 (M−1)+. Preparation of 6-[4-Methyl-2-(4-trifluoromethyl-pheny)-thiazol-5-ylmethylsulfanyl]-4-oxo-chroman-3-ylidene-acetic acid methyl ester (Compound 20E)